This data is from the Open Reaction Database (ORD), a public repository of structured organic reaction records. The task is: describe an organic reaction: reactants, conditions, products, and yield The reactants are COC(C1=CC(=C(C=C1)Br)C)=O (4-Bromo-3-methylbenzoic acid methyl ester), FC(C1=C(C=CC=C1)B(O)O)(F)F (2-trifluoromethyl-phenyl boronic acid), C([O-])([O-])=O.[Na+].[Na+] (sodium carbonate). Reagents/catalysts: [Pd].C1(=CC=CC=C1)P(C1=CC=CC=C1)C1=CC=CC=C1.C1(=CC=CC=C1)P(C1=CC=CC=C1)C1=CC=CC=C1.C1(=CC=CC=C1)P(C1=CC=CC=C1)C1=CC=CC=C1.C1(=CC=CC=C1)P(C1=CC=CC=C1)C1=CC=CC=C1 (tetrakis(triphenylphosphine) palladium(0)). Solvent: C1(=CC=CC=C1)C (toluene). Reaction conditions: temperature 100 celsius. Yields the product COC(=O)C1=CC(=C(C=C1)C1=C(C=CC=C1)C(F)(F)F)C ((2-Methyl-2′-trifluoromethyl-[1,1′-biphenyl]-4-yl)-carboxylic acid methyl ester). Yield: 78.1%. Reaction SMILES: [CH3:1][O:2][C:3](=[O:12])[C:4]1[CH:9]=[CH:8][C:7](Br)=[C:6]([CH3:11])[CH:5]=1.[F:13][C:14]([F:25])([F:24])[C:15]1[CH:20]=[CH:19][CH:18]=[CH:17][C:16]=1B(O)O.C(=O)([O-])[O-].[Na+].[Na+]>C1(C)C=CC=CC=1.[Pd].C1(P(C2C=CC=CC=2)C2C=CC=CC=2)C=CC=CC=1.C1(P(C2C=CC=CC=2)C2C=CC=CC=2)C=CC=CC=1.C1(P(C2C=CC=CC=2)C2C=CC=CC=2)C=CC=CC=1.C1(P(C2C=CC=CC=2)C2C=CC=CC=2)C=CC=CC=1>[CH3:1][O:2][C:3]([C:4]1[CH:9]=[CH:8][C:7]([C:16]2[CH:17]=[CH:18][CH:19]=[CH:20][C:15]=2[C:14]([F:25])([F:24])[F:13])=[C:6]([CH3:11])[CH:5]=1)=[O:12] |f:2.3.4,6.7.8.9.10|. Procedure: A mixture of 4-bromo-3-methylbenzoic acid methyl ester of Step A (2.0 g, 8.7 mmol), 2-trifluoromethyl-phenyl boronic acid (1.65 g, 8.7 mmol) and sodium carbonate (4.1 g, 38.7 mmol) in toluene:ethanol:water (50 mL:25 mL: 25 mL) was purged with nitrogen for 1 hour. After addition of the tetrakis(triphenylphosphine) palladium(0) catalyst (0.50 g, 0.43 mmol) the reaction was heated at 100° C. overnight. The cooled reaction mixture was filtered through Celite and the cake washed with ethyl acetate. T...